From a dataset of the Open Reaction Database (ORD), a public repository of structured organic reaction records. describe an organic reaction: reactants, conditions, products, and yield The reactants are ClC1=CC(=C(C(=C1)CCC1=NC=CC=C1)O)[N+](=O)[O-] (4-chloro-2-nitro-6-[2-(pyridin-2-yl)ethyl]phenol). The reagents and catalysts are [Ni] (Raney Nickel). Solvent: O (water), CCOC(=O)C (EtOAc), CCOC(=O)C (EtOAc), CCOC(=O)C (EtOAc). Reaction conditions: time 8 hour. Yields the product NC1=C(C(=CC(=C1)Cl)CCC1=NC=CC=C1)O (2-amino-4-chloro-6-[2-(pyridin-2-yl)ethyl]phenol). The yield is 100.8%. RXN SMILES: [Cl:1][C:2]1[CH:7]=[C:6]([CH2:8][CH2:9][C:10]2[CH:15]=[CH:14][CH:13]=[CH:12][N:11]=2)[C:5]([OH:16])=[C:4]([N+:17]([O-])=O)[CH:3]=1>[Ni].O.CCOC(C)=O>[NH2:17][C:4]1[CH:3]=[C:2]([Cl:1])[CH:7]=[C:6]([CH2:8][CH2:9][C:10]2[CH:15]=[CH:14][CH:13]=[CH:12][N:11]=2)[C:5]=1[OH:16]. Reported procedure: To a vigorously stirred suspension of Raney Nickel (3.5 g of a 50% slurry in water, washed with ethanol then EtOAc) in EtOAc (20 ml) is added 4-chloro-2-nitro-6-[2-(pyridin-2-yl)ethyl]phenol (2.09 g, 7.50 mmole) in EtOAc (10 ml). The solution is stirred vigorously overnight under an atmosphere of hydrogen. After this time no starting material is visible by TLC analysis. The solution is decanted from the Raney Nickel. The Raney Nickel was washed several times with EtOAc and the washings combined ... The reactants are NC(Cc1ccccc1)C(=O)O, [Na+], [OH-], O=S(=O)(Cl)c1ccc2ccccc2c1. Yields the product O=C(O)C(Cc1ccccc1)NS(=O)(=O)c1ccc2ccccc2c1. Reaction SMILES: [NH2:15][CH:16]([CH2:17][c:18]1[cH:19][cH:20][cH:21][cH:22][cH:23]1)[C:24](=[O:25])[OH:26].[Na+:28].[OH-:27].[cH:1]1[c:2]([S:11](=[O:12])(=[O:13])[Cl:14])[cH:3][cH:4][c:5]2[cH:6][cH:7][cH:8][cH:9][c:10]12>>[cH:1]1[c:2]([S:11](=[O:12])(=[O:13])[NH:15][CH:16]([CH2:17][c:18]2[cH:19][cH:20][cH:21][cH:22][cH:23]2)[C:24](=[O:25])[OH:26])[cH:3][cH:4][c:5]2[cH:6][cH:7][cH:8][cH:9][c:10]12. The reactants are CC1=C(C(=O)O)C=CC(=C1)[N+](=O)[O-] (2-methyl-4-nitro-benzoic acid), B(OC)(OC)OC (trimethyl borate), O1CCCC1 (tetrahydrofuran), Cl (hydrochloric acid). Run in O (water). Reaction conditions: temperature 65 celsius. Yields the product CC1=C(C=CC(=C1)[N+](=O)[O-])CO ((2-Methyl-4-nitro-phenyl)-methanol). Yield: 98.1%. As a reaction SMILES: [CH3:1][C:2]1[CH:10]=[C:9]([N+:11]([O-:13])=[O:12])[CH:8]=[CH:7][C:3]=1[C:4](O)=[O:5].B(OC)(OC)OC.O1CCCC1.Cl>O>[CH3:1][C:2]1[CH:10]=[C:9]([N+:11]([O-:13])=[O:12])[CH:8]=[CH:7][C:3]=1[CH2:4][OH:5]. Procedure: A flask was purged with nitrogen and charged with 2-methyl-4-nitro-benzoic acid (45.3 g, 0.25 mol), trimethyl borate (103.9 g, 1.00 mol), and tetrahydrofuran (906 mL). Neat borane dimethyl sulfide complex (39.9 g, 49.8 mL, 0.525 mol) was added drop-wise at 20-35° C. over at least 30 min. An exotherm and effervescence were observed during this addition. When the addition was complete, the reaction mixture was stirred at 65° C. for at least 2 h or until in-process HPLC analysis showed that convers... Starting materials: CC(NC(=O)Cc1cc(F)cc(F)c1)C(=O)O, CCOC(=O)C(N)c1cc2ccccc2s1. Product: CCOC(=O)C(NC(=O)C(C)NC(=O)Cc1cc(F)cc(F)c1)c1cc2ccccc2s1. Reaction SMILES: [F:1][c:2]1[cH:3][c:4]([CH2:9][C:10](=[O:11])[NH:12][CH:13]([CH3:14])[C:15](=[O:16])[OH:17])[cH:5][c:6]([F:8])[cH:7]1.[NH2:18][CH:19]([C:20](=[O:21])[O:22][CH2:23][CH3:24])[c:25]1[s:26][c:27]2[c:28]([cH:29]1)[cH:30][cH:31][cH:32][cH:33]2>>[F:1][c:2]1[cH:3][c:4]([CH2:9][C:10](=[O:11])[NH:12][CH:13]([CH3:14])[C:15](=[O:17])[NH:18][CH:19]([C:20](=[O:21])[O:22][CH2:23][CH3:24])[c:25]2[s:26][c:27]3[c:28]([cH:29]2)[cH:30][cH:31][cH:32][cH:33]3)[cH:5][c:6]([F:8])[cH:7]1. RXN SMILES: [Cl:1][C:2]1[C:9]([O:10][CH3:11])=[C:8]([O:12][CH3:13])[CH:7]=[CH:6][C:3]=1[CH:4]=O.S([C:18]1[CH:24]=[CH:23][C:21](C)=[CH:20][CH:19]=1)(O)(=O)=O.[OH:25][NH:26][C:27]([NH:29][NH:30]C1C=CC=CC=1)=[NH:28]>CO>[Cl:1][C:2]1[C:9]([O:10][CH3:11])=[C:8]([O:12][CH3:13])[CH:7]=[CH:6][C:3]=1[CH:4]=[N:30][NH:29][C:27]([NH:26][OH:25])=[N:28][C:18]1[CH:24]=[CH:23][CH:21]=[CH:20][CH:19]=1 |f:1.2|. Run in CO (methanol). Procedure details: 0.22 g (1.1 mmol) 2-chloro-3,4 dimethoxybenzaldehyde and 0.34 g (1 mmol) N-hydroxy-N′-phenylaminoguanidine tosylate was mixed in 7 ml methanol. The reaction mixture was refluxed for 80 min after which it was cooled down, to room temperature. The solvent was evaporated and 10 ml acetonitile was added and the solution was stirred for 1 h. The precipitate formed was filtered, washed with ether and subseqently dried. The yield of title compound 2 was 0.40 g (77%) as a crystalline solid M.p. 167–169°... Yields the product ClC1=C(C=NNC(=NC2=CC=CC=C2)NO)C=CC(=C1OC)OC (N-(2-chloro-3,4-dimethoxybenzylideneamino)-N′-hydroxy-N″-phenylguanidine). Reaction conditions: time 1 hour. Starting materials: ClC1=C(C=O)C=CC(=C1OC)OC (2-chloro-3,4 dimethoxybenzaldehyde), S(=O)(=O)(O)C1=CC=C(C)C=C1.ONC(=N)NNC1=CC=CC=C1 (N-hydroxy-N′-phenylaminoguanidine tosylate). As a reaction SMILES: [CH2:10]([CH2:11][CH2:12][CH3:13])[NH2:14].[CH3:15][CH2:16][OH:17].[NH2:1][c:2]1[n:3][c:4]([Cl:9])[cH:5][c:6]([Cl:8])[n:7]1>>[NH2:1][c:2]1[n:3][c:4]([NH:14][CH2:10][CH2:11][CH2:12][CH3:13])[cH:5][c:6]([Cl:8])[n:7]1. Starting materials: CCCCN, CCO, Nc1nc(Cl)cc(Cl)n1. Product: CCCCNc1cc(Cl)nc(N)n1.